From a dataset of the Open Reaction Database (ORD), a public repository of structured organic reaction records. describe an organic reaction: reactants, conditions, products, and yield The reactants are CC(=O)O[BH-](OC(C)=O)OC(C)=O, O=C([O-])O, C=O, COCCC1CN(C2=Nc3cc(Cl)ccc3Nc3sc(C)cc32)CCN1, ClCCCl, [Na+], [Na+]. Yields the product COCCC1CN(C2=Nc3cc(Cl)ccc3Nc3sc(C)cc32)CCN1C. As a reaction SMILES: [C:29]([O:30][BH-:31]([O:32][C:33](=[O:34])[CH3:35])[O:36][C:37](=[O:38])[CH3:39])(=[O:40])[CH3:41].[C:43](=[O:44])([OH:45])[O-:46].[CH2:27]=[O:28].[Cl:1][c:2]1[cH:3][c:4]2[c:5]([cH:25][cH:26]1)[NH:6][c:7]1[s:8][c:9]([CH3:24])[cH:10][c:11]1[C:12]([N:14]1[CH2:15][CH:16]([CH2:20][CH2:21][O:22][CH3:23])[NH:17][CH2:18][CH2:19]1)=[N:13]2.[Cl:48][CH2:49][CH2:50][Cl:51].[Na+:42].[Na+:47]>>[Cl:1][c:2]1[cH:3][c:4]2[c:5]([cH:25][cH:26]1)[NH:6][c:7]1[s:8][c:9]([CH3:24])[cH:10][c:11]1[C:12]([N:14]1[CH2:15][CH:16]([CH2:20][CH2:21][O:22][CH3:23])[N:17]([CH3:29])[CH2:18][CH2:19]1)=[N:13]2. Reactants: CC1=C(C=NC=C1)N1C(NCC1)=O (1-(4-methyl-pyridin-3-yl)-imidazolidin-2-one), BrC=1C=C2C(=CC(N(C2=CC1)CC)=O)C (6-bromo-1-ethyl-4-methyl-1H-quinolin-2-one), N[C@H]1[C@@H](CCCC1)N (trans-1,2-diamino cyclohexane), C([O-])([O-])=O.[K+].[K+] (potassium carbonate). The reagents and catalysts are [Cu](I)I (copper iodide). Solvent: O1CCOCC1 (1,4-dioxane). The product is C(C)N1C(C=C(C2=CC(=CC=C12)N1C(N(CC1)C=1C=NC=CC1C)=O)C)=O (1-Ethyl-4-methyl-6-[3-(4-methyl-pyridin-3-yl)-2-oxo-imidazolidin-1-yl]-1H-quinolin-2-one). The yield is 27.6%. As a reaction SMILES: [CH3:1][C:2]1[CH:7]=[CH:6][N:5]=[CH:4][C:3]=1[N:8]1[CH2:12][CH2:11][NH:10][C:9]1=[O:13].Br[C:15]1[CH:16]=[C:17]2[C:22](=[CH:23][CH:24]=1)[N:21]([CH2:25][CH3:26])[C:20](=[O:27])[CH:19]=[C:18]2[CH3:28].N[C@@H]1CCCC[C@H]1N.C(=O)([O-])[O-].[K+].[K+]>[Cu](I)I.O1CCOCC1>[CH2:25]([N:21]1[C:22]2[C:17](=[CH:16][C:15]([N:10]3[CH2:11][CH2:12][N:8]([C:3]4[CH:4]=[N:5][CH:6]=[CH:7][C:2]=4[CH3:1])[C:9]3=[O:13])=[CH:24][CH:23]=2)[C:18]([CH3:28])=[CH:19][C:20]1=[O:27])[CH3:26] |f:3.4.5|. Procedure: Using the same reaction conditions as in Example 14, 1-(4-methyl-pyridin-3-yl)-imidazolidin-2-one (I-14b: 99 mg, 0.5597 mmol) was reacted with 6-bromo-1-ethyl-4-methyl-1H-quinolin-2-one (150 mg, 0.5597 mmol), 1,4-dioxane (5 mL), copper iodide (10.66 mg, 0.05597 mmol), trans-1,2-diamino cyclohexane (19.22 mg, 0.1679 mmol) and potassium carbonate (77.37 mg, 1.1194 mmol) to afford the crude product. Purification by column chromatography on silica gel (1% MeOH in chloroform) afforded 56 mg of the pr...